This data is from the Open Reaction Database (ORD), a public repository of structured organic reaction records. The task is: describe an organic reaction: reactants, conditions, products, and yield The reactants are BrC=1C(=C(C(=NC1)N)[N+](=O)[O-])Cl (5-bromo-4-chloro-3-nitro-pyridin-2-ylamine), C(C)(C)N(CC)C(C)C (diisopropylethylamine), N1=C(C=CC=C1)CN1CCNCC1 (1-[(2-pyridyl)-methyl]-piperazine). Solvent: C(C)(C)O (isopropanol). Conditions: temperature 45 celsius. Yields the product BrC=1C(=C(C(=NC1)N)[N+](=O)[O-])N1CCN(CC1)CC1=NC=CC=C1 (5-Bromo-3-nitro-4-(4-(pyridin-2-ylmethyl)piperazin-1-yl)pyridin-2-amine), solid. The yield is 83.0%. Reaction SMILES: [Br:1][C:2]1[C:3](Cl)=[C:4]([N+:9]([O-:11])=[O:10])[C:5]([NH2:8])=[N:6][CH:7]=1.[N:13]1[CH:18]=[CH:17][CH:16]=[CH:15][C:14]=1[CH2:19][N:20]1[CH2:25][CH2:24][NH:23][CH2:22][CH2:21]1.C(N(C(C)C)CC)(C)C>C(O)(C)C>[Br:1][C:2]1[C:3]([N:23]2[CH2:24][CH2:25][N:20]([CH2:19][C:14]3[CH:15]=[CH:16][CH:17]=[CH:18][N:13]=3)[CH2:21][CH2:22]2)=[C:4]([N+:9]([O-:11])=[O:10])[C:5]([NH2:8])=[N:6][CH:7]=1. Reported procedure: To a mixture of 5-bromo-4-chloro-3-nitro-pyridin-2-ylamine (0.126 g, 0.50 mmol) and isopropanol (9 ml) was added 1-[(2-pyridyl)-methyl]-piperazine (0.097 g, 0.55 mmol) followed by diisopropylethylamine (0.10 ml, 0.57 mmol). The reaction mixture was heated at 45° C. for 20 h, then allowed to cool to room temperature. The precipitate was collected by filtration and washed with isopropanol and diethyl ether. The title compound was thus obtained as a yellow solid (0.163 g, 83%); 1H-NMR (500 MHz, DMS... The reactants are COc1cc2c(Oc3c(F)c(F)c(F)c(F)c3F)ncnc2cc1OCCN1CCOCC1, C[Si](C)(C)[N-][Si](C)(C)C, CN(C)C=O, [Cl-], COCC#Cc1cc(Cl)c(N)c2c1OCO2, [NH4+], [Na+], C1CCOC1. The product is COCC#Cc1cc(Cl)c(Nc2ncnc3cc(OCCN4CCOCC4)c(OC)cc23)c2c1OCO2. Reaction SMILES: [CH3:16][O:17][c:18]1[cH:19][c:20]2[c:21]([O:37][c:38]3[c:39]([F:40])[c:41]([F:42])[c:43]([F:44])[c:45]([F:46])[c:47]3[F:48])[n:22][cH:23][n:24][c:25]2[cH:26][c:27]1[O:28][CH2:29][CH2:30][N:31]1[CH2:32][CH2:33][O:34][CH2:35][CH2:36]1.[CH3:1][Si:2]([N-:3][Si:4]([CH3:5])([CH3:6])[CH3:7])([CH3:8])[CH3:9].[CH3:67][N:68]([CH3:69])[CH:70]=[O:71].[Cl-:65].[Cl:49][c:50]1[c:51]([NH2:64])[c:52]2[c:53]([c:57]([C:59]#[C:60][CH2:61][O:62][CH3:63])[cH:58]1)[O:54][CH2:55][O:56]2.[NH4+:66].[Na+:10].[O:11]1[CH2:12][CH2:13][CH2:14][CH2:15]1>>[CH3:16][O:17][c:18]1[cH:19][c:20]2[c:21]([NH:64][c:51]3[c:50]([Cl:49])[cH:58][c:57]([C:59]#[C:60][CH2:61][O:62][CH3:63])[c:53]4[c:52]3[O:56][CH2:55][O:54]4)[n:22][cH:23][n:24][c:25]2[cH:26][c:27]1[O:28][CH2:29][CH2:30][N:31]1[CH2:32][CH2:33][O:34][CH2:35][CH2:36]1. Starting materials: BrB(Br)Br, C=CCc1c(OC)c(=O)[nH]c2ccccc2c1=O, ClCCl, O. Product: C=CCc1c(O)c(=O)[nH]c2ccccc2c1=O. As a reaction SMILES: [B:19]([Br:20])([Br:21])[Br:22].[CH2:1]([CH:2]=[CH2:3])[c:4]1[c:5](=[O:18])[c:6]2[c:7]([nH:8][c:9](=[O:13])[c:10]1[O:11][CH3:12])[cH:14][cH:15][cH:16][cH:17]2.[Cl:23][CH2:24][Cl:25].[OH2:26]>>[CH2:1]([CH:2]=[CH2:3])[c:4]1[c:5](=[O:18])[c:6]2[c:7]([nH:8][c:9](=[O:13])[c:10]1[OH:11])[cH:14][cH:15][cH:16][cH:17]2. Starting materials: FC=1C=C(C=CC1C1=CC(=NO1)CO)N1C(O[C@H](C1)CN1N=NC=C1)=O ((5R)-3-{3-Fluoro-4-[3-(hydroxymethyl)isoxazol-5-yl]phenyl}-5-(1H-1,2,3-triazol-1-ylmethyl)-1,3-oxazolidin-2-one), ClC1=CC(=CC=C1)C(=O)OO (m-chloroperbenzoic acid), C(C)(C)(C)OP(OC(C)(C)C)N(CC)CC (di-tert-butyl-N,N-diethylphosphoramidite), N1N=NN=C1 (1H-tetrazole), S([O-])(O)=O.[Na+] (sodium bisulfite). The solvent is ClCCl (dichloromethane), ClCCl (dichloromethane). Reaction conditions: time 1.5 hour. The product is P(=O)(OC(C)(C)C)(OC(C)(C)C)OCC1=NOC(=C1)C1=C(C=C(C=C1)N1C(O[C@H](C1)CN1N=NC=C1)=O)F (Di-tert-butyl (5-{2-fluoro-4-[(5R)-2-oxo-5-(1H-1,2,3-triazol-1-ylmethyl)-1,3-oxazolidin-3-yl]phenyl}isoxazol-3-yl)methyl phosphate). Isolated yield 55.0%. Reaction SMILES: [F:1][C:2]1[CH:3]=[C:4]([N:15]2[CH2:19][C@H:18]([CH2:20][N:21]3[CH:25]=[CH:24][N:23]=[N:22]3)[O:17][C:16]2=[O:26])[CH:5]=[CH:6][C:7]=1[C:8]1[O:12][N:11]=[C:10]([CH2:13][OH:14])[CH:9]=1.[C:27]([O:31][P:32](N(CC)CC)[O:33][C:34]([CH3:37])([CH3:36])[CH3:35])([CH3:30])([CH3:29])[CH3:28].N1C=NN=N1.ClC1C=CC=C(C(OO)=[O:56])C=1.S(=O)(O)[O-].[Na+]>ClCCl>[P:32]([O:14][CH2:13][C:10]1[CH:9]=[C:8]([C:7]2[CH:6]=[CH:5][C:4]([N:15]3[CH2:19][C@H:18]([CH2:20][N:21]4[CH:25]=[CH:24][N:23]=[N:22]4)[O:17][C:16]3=[O:26])=[CH:3][C:2]=2[F:1])[O:12][N:11]=1)([O:31][C:27]([CH3:28])([CH3:29])[CH3:30])([O:33][C:34]([CH3:35])([CH3:36])[CH3:37])=[O:56] |f:4.5|. Reported procedure: (5R)-3-{3-Fluoro-4-[3-(hydroxymethyl)isoxazol-5-yl]phenyl}-5-(1H-1,2,3-triazol-1-ylmethyl)-1,3-oxazolidin-2-one (Example 3, 0.1 g, 0.3 mmol) was suspended in dichloromethane (3 ml), and di-tert-butyl-N,N-diethylphosphoramidite (93 μl, 0.3 mmol) and 1H-tetrazole (35 mg, 0.5 mmol) were added sequentially. The mixture was stirred under nitrogen at room temperature for 1.5 hours. Solution was cooled to 0° C. and m-chloroperbenzoic acid (≈70%, 0.1 g, 0.4 mmol) was added. The reaction was stirred at 0... Reactants: BrC1=CC(=C(C=C1)C(C(C(F)(F)F)(O)C=1C=CC2=C(N(C(CO2)=O)C)C1)C)Cl (6-[2-(4-Bromo-2-chloro-phenyl)-1-hydroxy-1-trifluoromethyl-propyl]-4-methyl-4H-benzo[1,4]oxazin-3-one), C(=O)(O)CCC1=CC=C(C=C1)B(O)O (4-(2-carboxyethyl)benzeneboronic acid). The product is ClC=1C=C(C=CC1C(C(C(F)(F)F)(C=1C=CC2=C(N(C(CO2)=O)C)C1)O)C)C1=CC=C(C=C1)CCC(=O)O (3-{3′-Chloro-4′-[3,3,3-trifluoro-2-hydroxy-1-methyl-2-(4-methyl-3-oxo-3,4-dihydro-2H-benzo[1,4]oxazin-6-yl)-propyl]-biphenyl-4-yl}-propionic acid). RXN SMILES: Br[C:2]1[CH:7]=[CH:6][C:5]([CH:8]([CH3:27])[C:9]([C:15]2[CH:16]=[CH:17][C:18]3[O:23][CH2:22][C:21](=[O:24])[N:20]([CH3:25])[C:19]=3[CH:26]=2)([OH:14])[C:10]([F:13])([F:12])[F:11])=[C:4]([Cl:28])[CH:3]=1.[C:29]([CH2:32][CH2:33][C:34]1[CH:39]=[CH:38][C:37](B(O)O)=[CH:36][CH:35]=1)([OH:31])=[O:30]>>[Cl:28][C:4]1[CH:3]=[C:2]([C:37]2[CH:38]=[CH:39][C:34]([CH2:33][CH2:32][C:29]([OH:31])=[O:30])=[CH:35][CH:36]=2)[CH:7]=[CH:6][C:5]=1[CH:8]([CH3:27])[C:9]([OH:14])([C:15]1[CH:16]=[CH:17][C:18]2[O:23][CH2:22][C:21](=[O:24])[N:20]([CH3:25])[C:19]=2[CH:26]=1)[C:10]([F:13])([F:12])[F:11]. Procedure: In analogy to Example 17, step 2, 6-[2-(4-bromo-2-chloro-phenyl)-1-hydroxy-1-trifluoromethyl-propyl]-4-methyl-4H-benzo[1,4]oxazin-3-one (Example 22, step 3) was reacted with 4-(2-carboxyethyl)benzeneboronic acid to give the title compound as a colorless solid. MS (m/e)=548.2 [M+H+]. The reactants are crude product, Cl.CCOCC (HCl ether), CON=CC1=C(C=C(C=C1)F)SC (4-fluoro-2-methylsulfanyl-benzaldehyde-O-methyl-oxime), FC(C(=O)O)(F)F (trifluoroacetic acid), C(C)[SiH](CC)CC (triethylsilane). Solvent: CCOCC (ether), C(Cl)Cl (CH2Cl2). Run at time 6 hour. Product: Cl.FC1=CC(=C(CNOC)C=C1)SC (N-(4-fluoro-2-methylsulfanyl-benzyl)-O-methyl-hydroxylamine hydrochloride). Yield: 93.0%. Reaction SMILES: [CH3:1][O:2][N:3]=[CH:4][C:5]1[CH:10]=[CH:9][C:8]([F:11])=[CH:7][C:6]=1[S:12][CH3:13].FC(F)(F)C(O)=O.C([SiH](CC)CC)C.[ClH:28].CCOCC>C(Cl)Cl.CCOCC>[ClH:28].[F:11][C:8]1[CH:9]=[CH:10][C:5]([CH2:4][NH:3][O:2][CH3:1])=[C:6]([S:12][CH3:13])[CH:7]=1 |f:3.4,7.8|. Procedure details: To a stirred solution of 4-fluoro-2-methylsulfanyl-benzaldehyde-O-methyl-oxime (5.982 g, 29.58 mmol) in CH2Cl2 (30 mL) was added trifluoroacetic acid (30 mL) followed by triethylsilane (14 mL, 90 mmol). After stirring for 6 h, the reaction mixture was concentrated and the resulting residue was taken up in saturated aqueous NaHCO3 (100 mL) and extracted with ethyl acetate (3×75 mL). The combined organic extracts were dried over anhydrous Na2SO4, filtered, and concentrated to give a viscous oil. T... The reactants are O (water), C([O-])([O-])=O.[Na+].[Na+] (sodium carbonate), BrC=1C=CC2=C(N(C=N2)C2=CC=C(C=C2)C)C1 (6-bromo-1-p-tolyl-1H-benzo[d]imidazole), BrC=1C=CC2=C(N(C=N2)C2=CC=C(C=C2)C)C1 (6-bromo-1-p-tolyl-1H-benzo[d]imidazole), C1(=CC=C(C=C1)N1N=CC=C1B(O)O)C (1-p-tolyl-1H-pyrazol-5-ylboronic acid), C1(=CC=C(C=C1)N1N=CC=C1B(O)O)C (1-p-tolyl-1H-pyrazol-5-ylboronic acid). Reagents/catalysts: C=1C=CC(=CC1)[P](C=2C=CC=CC2)(C=3C=CC=CC3)[Pd]([P](C=4C=CC=CC4)(C=5C=CC=CC5)C=6C=CC=CC6)([P](C=7C=CC=CC7)(C=8C=CC=CC8)C=9C=CC=CC9)[P](C=1C=CC=CC1)(C=1C=CC=CC1)C=1C=CC=CC1 (tetrakis(triphenylphosphine)palladium(0)). Solvent: COCCOC (1,2-dimethoxyethane). Run at time 15 hour. Yields the product C1(=CC=C(C=C1)N1C=NC2=C1C=C(C=C2)C=2N(N=CC2)C2=CC=C(C=C2)C)C (1-p-Tolyl-6-(2-p-tolyl-2H-pyrazol-3-yl)-1H-benzoimidazole). Yield: 43.4%. Reaction SMILES: Br[C:2]1[CH:3]=[CH:4][C:5]2[N:9]=[CH:8][N:7]([C:10]3[CH:15]=[CH:14][C:13]([CH3:16])=[CH:12][CH:11]=3)[C:6]=2[CH:17]=1.[C:18]1([CH3:32])[CH:23]=[CH:22][C:21]([N:24]2[C:28](B(O)O)=[CH:27][CH:26]=[N:25]2)=[CH:20][CH:19]=1.C(=O)([O-])[O-].[Na+].[Na+].O>COCCOC.C1C=CC([P]([Pd]([P](C2C=CC=CC=2)(C2C=CC=CC=2)C2C=CC=CC=2)([P](C2C=CC=CC=2)(C2C=CC=CC=2)C2C=CC=CC=2)[P](C2C=CC=CC=2)(C2C=CC=CC=2)C2C=CC=CC=2)(C2C=CC=CC=2)C2C=CC=CC=2)=CC=1>[C:13]1([CH3:16])[CH:14]=[CH:15][C:10]([N:7]2[C:6]3[CH:17]=[C:2]([C:28]4[N:24]([C:21]5[CH:22]=[CH:23][C:18]([CH3:32])=[CH:19][CH:20]=5)[N:25]=[CH:26][CH:27]=4)[CH:3]=[CH:4][C:5]=3[N:9]=[CH:8]2)=[CH:11][CH:12]=1 |f:2.3.4,^1:49,51,70,89|. Reported procedure: To a mixture of 6-bromo-1-p-tolyl-1H-benzo[d]imidazole (intermediate F) (100 mg, 348 μmol) and 1-p-tolyl-1H-pyrazol-5-ylboronic acid (intermediate B) (91.5 mg, 453 μmol) in 1,2-dimethoxyethane (3 ml) was added 2M sodium carbonate solution (696 μl, 1.39 mmol) and the reaction mixture was purged with argon for 10 min in an ultrasonic bath. To the stirred mixture tetrakis(triphenylphosphine)palladium(0) (80.5 mg, 69.6 μmol) was added at room temperature and the reaction mixture was allowed to stir ... Reactants: Br, Br, CC(=O)O, [Na+], CCC1Cc2cc(OCC(=O)O)c(Cl)c(Cl)c2C1=O, O, O=S([O-])O. Yields the product CCC1(Br)Cc2cc(OCC(=O)O)c(Cl)c(Cl)c2C1=O. As a reaction SMILES: [Br:20].[BrH:21].[CH3:27][C:28](=[O:29])[OH:30].[Na+:26].[O:1]=[C:2]1[CH:3]([CH2:18][CH3:19])[CH2:4][c:5]2[cH:6][c:7]([O:13][CH2:14][C:15](=[O:16])[OH:17])[c:8]([Cl:12])[c:9]([Cl:11])[c:10]21.[OH2:31].[S:22](=[O:23])([OH:24])[O-:25]>>[O:1]=[C:2]1[C:3]([CH2:18][CH3:19])([Br:21])[CH2:4][c:5]2[cH:6][c:7]([O:13][CH2:14][C:15](=[O:16])[OH:17])[c:8]([Cl:12])[c:9]([Cl:11])[c:10]21.